This data is from the Open Reaction Database (ORD), a public repository of structured organic reaction records. The task is: describe an organic reaction: reactants, conditions, products, and yield The reactants are C(C)N(C1=NC(=CC(=C1)C1=NC(=NO1)C1=CC(=C(C(=C1)C)O)CC)C)CC (4-[5-(2-diethylamino-6-methyl-pyridin-4-yl)-[1,2,4]oxadiazol-3-yl]-2-ethyl-6-methyl-phenol), C(Cl)[C@@H]1CO1 ((S)-epichlorohydrine), C(Cl)[C@@H]1CO1 ((S)-epichlorohydrine). Run in C(C)(C)O (isopropanol), [OH-].[Na+] (NaOH), CC(OCC)=O (EA). Run at time 24 hour. Product: C(C)N(C1=NC(=CC(=C1)C1=NC(=NO1)C1=CC(=C(C(=C1)C)OC[C@@H]1OC1)CC)C)CC (diethyl-{4-[3-((R)-3-ethyl-5-methyl-4-oxiranylmethoxy-phenyl)-[1,2,4]oxadiazol-5-yl]-6-methyl-pyridin-2-yl}-amine). Yield: 74.8%. RXN SMILES: [CH2:1]([N:3]([CH2:26][CH3:27])[C:4]1[CH:9]=[C:8]([C:10]2[O:14][N:13]=[C:12]([C:15]3[CH:20]=[C:19]([CH3:21])[C:18]([OH:22])=[C:17]([CH2:23][CH3:24])[CH:16]=3)[N:11]=2)[CH:7]=[C:6]([CH3:25])[N:5]=1)[CH3:2].[CH2:28]([C@H:30]1[O:32][CH2:31]1)Cl>C(O)(C)C.[OH-].[Na+].CC(=O)OCC>[CH2:26]([N:3]([CH2:1][CH3:2])[C:4]1[CH:9]=[C:8]([C:10]2[O:14][N:13]=[C:12]([C:15]3[CH:20]=[C:19]([CH3:21])[C:18]([O:22][CH2:28][C@H:30]4[CH2:31][O:32]4)=[C:17]([CH2:23][CH3:24])[CH:16]=3)[N:11]=2)[CH:7]=[C:6]([CH3:25])[N:5]=1)[CH3:27] |f:3.4|. Reported procedure: To a solution of 4-[5-(2-diethylamino-6-methyl-pyridin-4-yl)-[1,2,4]oxadiazol-3-yl]-2-ethyl-6-methyl-phenol (500 mg, 1.36 mmol) in isopropanol (15 mL) and 3 N aq. NaOH (6 mL), (S)-epichlorohydrine (378 mg, 4.09 mmol) is added. The orange solution is stirred at rt for 24 h before another portion of (S)-epichlorohydrine is added. Stirring is continued for 24 h, the mixture is diluted with EA, washed with sat. aq. NaHCO3-solution, dried over MgSO4, filtered and concentrated. The crude product is pu...